This data is from the Open Reaction Database (ORD), a public repository of structured organic reaction records. The task is: describe an organic reaction: reactants, conditions, products, and yield Reactants: CN1N=CC(=C1)C(=O)C=CC(=O)O (3-(1-methyl-4-pyrazolylcarbonyl)acrylic acid), N1[C@H](C(=O)O)CCC1 (L-proline), CN1N=CC(=C1)C(=O)C=CC(=O)N1[C@H](C(=O)O)CCC1 (1-[3-(1-methyl-4-pyrazolylcarbonyl)acryloyl]-L-proline), C(C)(=S)O (thioacetic acid). Product: C(C)(=O)SC(C(=O)N1[C@H](C(=O)O)CCC1)CC(=O)C=1C=NN(C1)C (1-[2-Acetylthio-3-(1-methyl-4-pyrazolylcarbonyl)propionyl]-L-proline). As a reaction SMILES: CN1C=C(C(C=CC(O)=O)=O)C=N1.N1CCC[C@H]1C(O)=O.[CH3:22][N:23]1[CH:27]=[C:26]([C:28]([CH:30]=[CH:31][C:32]([N:34]2[CH2:41][CH2:40][CH2:39][C@H:35]2[C:36]([OH:38])=[O:37])=[O:33])=[O:29])[CH:25]=[N:24]1.[C:42]([OH:45])(=[S:44])[CH3:43]>>[C:42]([S:44][CH:31]([CH2:30][C:28]([C:26]1[CH:25]=[N:24][N:23]([CH3:22])[CH:27]=1)=[O:29])[C:32]([N:34]1[CH2:41][CH2:40][CH2:39][C@H:35]1[C:36]([OH:38])=[O:37])=[O:33])(=[O:45])[CH3:43]. Procedure: As for Example 29, 3-(1-methyl-4-pyrazolylcarbonyl)acrylic acid is coupled to L-proline and the resulting 1-[3-(1-methyl-4-pyrazolylcarbonyl)acryloyl]-L-proline is reacted with thioacetic acid to give the product of the Example as a glass. Reaction SMILES: [Br:14][Br:15].[C:16]([OH:17])(=[O:18])[CH3:19].[CH2:1]([CH2:2][CH3:3])[n:4]1[cH:5][n:6][c:7]2[c:8]1[cH:9][cH:10][c:11]([NH2:13])[cH:12]2>>[CH2:1]([CH2:2][CH3:3])[n:4]1[cH:5][n:6][c:7]2[c:8]1[cH:9][cH:10][c:11]([NH2:13])[c:12]2[Br:14]. Reactants: BrBr, CC(=O)O, CCCn1cnc2cc(N)ccc21. Product: CCCn1cnc2c(Br)c(N)ccc21. Reactants: C(C)N(C1=CC=C(C=O)C=C1)CC (p-diethylaminobenzaldehyde), C(C)C1CCC(CC1)=O (4-ethylcyclohexanone), ethanolic solution, [O-]CC.[Na+] (sodium ethoxide). Run in C(C)O (ethanol). The product is C(C)N(C1=CC=C(C=C2C(C(CC(C2)CC)=CC2=CC=C(C=C2)N(CC)CC)=O)C=C1)CC (2,6-bis(4'-diethylaminobenzal)-4-ethylcyclohexanone). As a reaction SMILES: [CH2:1]([N:3]([CH2:12][CH3:13])[C:4]1[CH:11]=[CH:10][C:7]([CH:8]=O)=[CH:6][CH:5]=1)[CH3:2].[CH2:14]([CH:16]1[CH2:21][CH2:20][C:19](=[O:22])[CH2:18][CH2:17]1)[CH3:15].[O-][CH2:24][CH3:25].[Na+]>C(O)C>[CH2:1]([N:3]([CH2:12][CH3:13])[C:4]1[CH:11]=[CH:10][C:7]([CH:8]=[C:18]2[CH2:17][CH:16]([CH2:14][CH3:15])[CH2:21][C:20](=[CH:8][C:7]3[CH:10]=[CH:11][C:4]([N:3]([CH2:24][CH3:25])[CH2:1][CH3:2])=[CH:5][CH:6]=3)[C:19]2=[O:22])=[CH:6][CH:5]=1)[CH3:2] |f:2.3|. Procedure: In 50 ml of anhydrous ethanol were dissolved 35.4 g of p-diethylaminobenzaldehyde and 12.6 g of 4-ethylcyclohexanone, and 20 ml of 10% ethanolic solution of sodium ethoxide was added dropwise to the resulting solution, and the resulting mixture was subjected to reaction under reflux for 12 hours. The reaction mixture was cooled, and the crystals thus precipitated were collected by filtration and then recrystallized from toluene, to obtain 15.8 g of 2,6-bis(4'-diethylaminobenzal)-4-ethylcyclohexa... The reactants are CO, [Li+], C1CCOC1, [OH-], COC(=O)C(CCC(=O)NCC(O)C(O)C(O)C(O)CO)NC(=O)C(CCC(=O)NCC(O)C(O)C(O)C(O)CO)NC(=O)OCc1ccccc1. Product: O=C(CCC(NC(=O)C(CCC(=O)NCC(O)C(O)C(O)C(O)CO)NC(=O)OCc1ccccc1)C(=O)O)NCC(O)C(O)C(O)C(O)CO. Reaction SMILES: [CH3:55][OH:56].[Li+:53].[O:57]1[CH2:58][CH2:59][CH2:60][CH2:61]1.[OH-:54].[OH:1][CH:2]([CH2:3][NH:4][C:5](=[O:6])[CH2:7][CH2:8][CH:9]([C:10](=[O:11])[O:12][CH3:13])[NH:14][C:15]([CH:16]([CH2:17][CH2:18][C:19]([NH:20][CH2:21][CH:22]([CH:23]([CH:24]([CH:25]([CH2:26][OH:27])[OH:28])[OH:29])[OH:30])[OH:31])=[O:32])[NH:33][C:34](=[O:35])[O:36][CH2:37][c:38]1[cH:39][cH:40][cH:41][cH:42][cH:43]1)=[O:44])[CH:45]([CH:46]([CH:47]([CH2:48][OH:49])[OH:50])[OH:51])[OH:52]>>[OH:1][CH:2]([CH2:3][NH:4][C:5](=[O:6])[CH2:7][CH2:8][CH:9]([C:10](=[O:11])[OH:12])[NH:14][C:15]([CH:16]([CH2:17][CH2:18][C:19]([NH:20][CH2:21][CH:22]([CH:23]([CH:24]([CH:25]([CH2:26][OH:27])[OH:28])[OH:29])[OH:30])[OH:31])=[O:32])[NH:33][C:34](=[O:35])[O:36][CH2:37][c:38]1[cH:39][cH:40][cH:41][cH:42][cH:43]1)=[O:44])[CH:45]([CH:46]([CH:47]([CH2:48][OH:49])[OH:50])[OH:51])[OH:52]. The reactants are [Si](C)(C)(C(C)(C)C)Cl (t-butyldimethylsilyl chloride), N1C=NC=C1 (imidazole), [N+](=O)([O-])C1=CC=C(CO)C=C1 (4-nitro-benzyl alcohol). Run in CN(C)C=O (DMF), O (H2O). Product: C(C)(C)(C)[Si](OCC1=CC=C(C=C1)[N+](=O)[O-])(C)C (tert-Butyl-dimethyl-(4-nitro-benzyloxy)-silane). As a reaction SMILES: [Si:1](Cl)([C:4]([CH3:7])([CH3:6])[CH3:5])([CH3:3])[CH3:2].N1C=CN=C1.[N+:14]([C:17]1[CH:24]=[CH:23][C:20]([CH2:21][OH:22])=[CH:19][CH:18]=1)([O-:16])=[O:15]>CN(C=O)C.O>[C:4]([Si:1]([CH3:3])([CH3:2])[O:22][CH2:21][C:20]1[CH:19]=[CH:18][C:17]([N+:14]([O-:16])=[O:15])=[CH:24][CH:23]=1)([CH3:7])([CH3:6])[CH3:5]. Procedure details: A solution of t-butyldimethylsilyl chloride (8.53 g, 56.3 mmol, 1.3 eq), imidazole (7.38 g, 108.3 mmol, 2.5 eq) and 4-nitro-benzyl alcohol (6.64 g, 43.3 mmol, 1 eq) in anhydrous DMF (25 mL) was stirred at room temperature under a N2 atmosphere for 72 h. The reaction mixture was diluted with H2O (500 mL) and extracted with Etoac (4×100 mL). The combined organic extracts were washed with H2O (100 mL), satd NaCl(aq) (100 mL), dried (MgSO4) and evaporated in vacuo. The residue was triturated with n-...